The task is: describe an organic reaction: reactants, conditions, products, and yield. This data is from the Open Reaction Database (ORD), a public repository of structured organic reaction records. The reagents and catalysts are CC(C)[O-].CC(C)[O-].CC(C)[O-].CC(C)[O-].[Ti+4] (Tetraisopropyl orthotitanate), Cl[Ti](Cl)(Cl)Cl (TiCl4). Yield: 67.9%. Reactants: [NH4+].[Cl-] (NH4Cl), ClC1=CC=C(C=C1)C1(OCC(CO1)(C)C)CSCC(=O)N1C(OC[C@@H]1C1=CC=CC=C1)=O ((4S)-3-[({[2-(4-Chlorophenyl)-5,5-dimethyl-1,3-dioxan-2-yl]methyl}thio)acetyl]-4-phenyl-1,3-oxazolidin-2-one), ClC1=CC=C(C=C1)\N=C\C1=CC=C(OCC(=O)OC(C)(C)C)C=C1 (tert-Butyl (4-{(E)-[(4-chlorophenyl)imino]methyl}phenoxy)acetate), C(C)N(C(C)C)C(C)C (Ethyl diisopropyl amine). Yields the product ClC1=CC=C(C=C1)N[C@H]([C@H](C(N1C(OC[C@@H]1C1=CC=CC=C1)=O)=O)SCC1(OCC(CO1)(C)C)C1=CC=C(C=C1)Cl)C1=CC=C(OCC(=O)OC(C)(C)C)C=C1 (tert-Butyl (4-{(1S,2R)-1-[(4-chlorophenyl)amino]-2-({[2-(4-chlorophenyl)-5,5-dimethyl 1,3-dioxan-2-yl]methyl}thio)-3-oxo-3-[(4S)-2-oxo-4-phenyl-1,3-oxazolidin-3-yl]propyl}phenoxy)acetate). Run at temperature -40 celsius, time 3 hour. Solvent: [Cl-].[Na+].O (Brine), C(C)(C)O (isopropanol), C(Cl)Cl (CH2Cl2), C(Cl)Cl (CH2Cl2), C(Cl)Cl (CH2Cl2). Procedure: Tetraisopropyl orthotitanate (0.23 ml, 0.77 mmol) was added to a solution of TiCl4 (1M in CH2Cl2, 2.25 ml, 2.25 mmol) in CH2Cl2 (22 ml) at 0° C. under inert atmosphere. The mixture was stirred for ten minutes. (4S)-3-[({[2-(4-Chlorophenyl)-5,5-dimethyl-1,3-dioxan-2-yl]methyl}thio)acetyl]-4-phenyl-1,3-oxazolidin-2-one (1.44 g, 3.03 mmol) in dry CH2Cl2 (25 ml) was added dropwise over 45 minutes and the mixture was stirred for ten minutes. tert-Butyl (4-{(E)-[(4-chlorophenyl)imino]methyl}phenoxy)ac... RXN SMILES: [Cl:1][C:2]1[CH:7]=[CH:6][C:5]([C:8]2([CH2:16][S:17][CH2:18][C:19]([N:21]3[C@@H:25]([C:26]4[CH:31]=[CH:30][CH:29]=[CH:28][CH:27]=4)[CH2:24][O:23][C:22]3=[O:32])=[O:20])[O:13][CH2:12][C:11]([CH3:15])([CH3:14])[CH2:10][O:9]2)=[CH:4][CH:3]=1.[Cl:33][C:34]1[CH:39]=[CH:38][C:37](/[N:40]=[CH:41]/[C:42]2[CH:56]=[CH:55][C:45]([O:46][CH2:47][C:48]([O:50][C:51]([CH3:54])([CH3:53])[CH3:52])=[O:49])=[CH:44][CH:43]=2)=[CH:36][CH:35]=1.C(N(C(C)C)C(C)C)C.[NH4+].[Cl-]>C(Cl)Cl.[Cl-].[Na+].O.CC([O-])C.CC([O-])C.CC([O-])C.CC([O-])C.[Ti+4].Cl[Ti](Cl)(Cl)Cl.C(O)(C)C>[Cl:33][C:34]1[CH:35]=[CH:36][C:37]([NH:40][C@@H:41]([C:42]2[CH:43]=[CH:44][C:45]([O:46][CH2:47][C:48]([O:50][C:51]([CH3:52])([CH3:53])[CH3:54])=[O:49])=[CH:55][CH:56]=2)[C@@H:18]([S:17][CH2:16][C:8]2([C:5]3[CH:4]=[CH:3][C:2]([Cl:1])=[CH:7][CH:6]=3)[O:9][CH2:10][C:11]([CH3:14])([CH3:15])[CH2:12][O:13]2)[C:19](=[O:20])[N:21]2[C@@H:25]([C:26]3[CH:31]=[CH:30][CH:29]=[CH:28][CH:27]=3)[CH2:24][O:23][C:22]2=[O:32])=[CH:38][CH:39]=1 |f:3.4,6.7.8,9.10.11.12.13|. The reactants are FC1=CC=CC=C1 (fluorobenzene), C1=CCCCC1 (cyclohexene), C(C)(=O)Cl (acetyl chloride), [Cl-].[Al+3].[Cl-].[Cl-] (Aluminum chloride). Conditions: time 24 hour. Product: FC1=CC=C(C=C1)C1CCC(CC1)C(C)=O (1-[4-(4-fluoro-phenyl)-cyclohexyl]-ethanone). The yield is 30.0%. RXN SMILES: [F:1][C:2]1[CH:7]=[CH:6][CH:5]=[CH:4][CH:3]=1.[CH:8]1[CH2:13][CH2:12][CH2:11][CH2:10][CH:9]=1.[C:14](Cl)(=[O:16])[CH3:15].[Cl-].[Al+3].[Cl-].[Cl-]>>[F:1][C:2]1[CH:7]=[CH:6][C:5]([CH:8]2[CH2:13][CH2:12][CH:11]([C:14](=[O:16])[CH3:15])[CH2:10][CH2:9]2)=[CH:4][CH:3]=1 |f:3.4.5.6|. Reported procedure: To a fluorobenzene (5 mL) solution of cyclohexene (82 mg, 1 mmol) at RT was added acetyl chloride (86 mg, 1.1 mmol) and then the reaction was cooled in an ice bath. Aluminum chloride (150 mg, 1.1 mmol) was slowly added to the solution, then the reaction was slowly allowed to warm to room temperature, was stirred at room temperature for 24 h and was then heated to 80° C. for 1 h. The reaction mixture was cooled to room temperature and was then slowly added to ice cold water. The mixture was extra... The reactants are CC(C)(C)N1CC(O)C1, C1CCOC1, Cc1cc(Cl)n2nc(-c3ccccc3Cl)c(-c3ccc(Cl)cc3)c2n1, [H-], [Na+]. Yields the product Cc1cc(OC2CN(C(C)(C)C)C2)n2nc(-c3ccccc3Cl)c(-c3ccc(Cl)cc3)c2n1. Reaction SMILES: [C:1]([CH3:2])([CH3:3])([CH3:4])[N:5]1[CH2:6][CH:7]([OH:9])[CH2:8]1.[CH2:37]1[O:38][CH2:39][CH2:40][CH2:41]1.[Cl:10][c:11]1[cH:12][c:13]([CH3:34])[n:14][c:15]2[n:16]1[n:17][c:18](-[c:27]1[c:28]([Cl:33])[cH:29][cH:30][cH:31][cH:32]1)[c:19]2-[c:20]1[cH:21][cH:22][c:23]([Cl:26])[cH:24][cH:25]1.[H-:36].[Na+:35]>>[C:1]([CH3:2])([CH3:3])([CH3:4])[N:5]1[CH2:6][CH:7]([O:9][c:11]2[cH:12][c:13]([CH3:34])[n:14][c:15]3[n:16]2[n:17][c:18](-[c:27]2[c:28]([Cl:33])[cH:29][cH:30][cH:31][cH:32]2)[c:19]3-[c:20]2[cH:21][cH:22][c:23]([Cl:26])[cH:24][cH:25]2)[CH2:8]1. Starting materials: C1(=CC=CC=C1)N(CC1=CC=CC=C1)C1=CC=CC=C1 (diphenylbenzylamine), C1(=CC=CC=C1)N(\C(=C\C1=CC=CC=C1)\C1=CC=CC=C1)C1=CC=CC=C1 ((E)-1-(diphenylamino)-1-phenyl-2-phenylethylene). Run in C(C)(=O)OCC.CO (ethyl acetate methanol). The product is C1(=CC=CC=C1)N(C(=CC1=CC=CC2=CC=CC=C12)C1=CC=CC=C1)C1=CC=CC=C1 (1-(diphenylamino)-1-phenyl-2-(1-naphthyl)ethylene). RXN SMILES: [C:1]1([N:7]([C:15]2[CH:20]=[CH:19][CH:18]=[CH:17][CH:16]=2)[CH2:8][C:9]2[CH:14]=[CH:13][CH:12]=[CH:11][CH:10]=2)[CH:6]=[CH:5][CH:4]=[CH:3][CH:2]=1.C1(N(C2C=CC=CC=2)/[C:28](/[C:36]2[CH:41]=[CH:40]C=CC=2)=[CH:29]/[C:30]2[CH:35]=[CH:34][CH:33]=[CH:32][CH:31]=2)C=CC=CC=1>C(OCC)(=O)C.CO>[C:15]1([N:7]([C:1]2[CH:2]=[CH:3][CH:4]=[CH:5][CH:6]=2)[C:8]([C:9]2[CH:10]=[CH:11][CH:12]=[CH:13][CH:14]=2)=[CH:40][C:41]2[C:31]3[C:30](=[CH:35][CH:34]=[CH:33][CH:32]=3)[CH:29]=[CH:28][CH:36]=2)[CH:16]=[CH:17][CH:18]=[CH:19][CH:20]=1 |f:2.3|. Procedure details: This compound was synthesized from diphenylbenzylamine and N-phenyl-1-naphthaldimine under the same conditions outlined for (E)-1-(diphenylamino)-1-phenyl-2-phenylethylene above. Recrystallizatiom from ethyl acetate/methanol gave small crystals mp 170-2° C. 1H NMR (200 MHz, CDCl3) δ (assignment): 6.60-6.90 (m, 2 H, aromatic), 6.80-7.38 (m, 15 H, aromatic), 7.52-7.85 (m, 6 H, aromatic). MS [m/e (70 eV, % of base peak] C10H7CHCPhNPh2 397 (M+., 43.1), 180 (PhCNPh+, 100), 77 (Ph+, 43.2); HRMS (m/z) ... The reactants are aqueous solution, [OH-].[Na+] (NaOH), ClC1=C(C=CC(=C1)NCC1=C(C=C(C(=C1)F)F)C=1C=CC(=NC1)C(=O)NCCC(=O)OCC)C1=CC(=C(C=C1)F)C(F)(F)F (ethyl 3-(5-(2-(((2-chloro-4′-fluoro-3′-(trifluoromethyl)-[1,1′-biphenyl]-4-yl)amino)methyl)-4,5-difluorophenyl)picolinamido)propanoate). Run in C1CCOC1 (THF). Product: ClC1=C(C=CC(=C1)NCC1=C(C=C(C(=C1)F)F)C=1C=CC(=NC1)C(=O)NCCC(=O)O)C1=CC(=C(C=C1)F)C(F)(F)F (3-(5-(2-(((2-chloro-4′-fluoro-3′-(trifluoromethyl)-[1,1′-biphenyl]-4-yl)amino)methyl)-4,5-difluorophenyl)picolinamido)propanoic acid). RXN SMILES: [OH-].[Na+].[Cl:3][C:4]1[CH:9]=[C:8]([NH:10][CH2:11][C:12]2[CH:17]=[C:16]([F:18])[C:15]([F:19])=[CH:14][C:13]=2[C:20]2[CH:21]=[CH:22][C:23]([C:26]([NH:28][CH2:29][CH2:30][C:31]([O:33]CC)=[O:32])=[O:27])=[N:24][CH:25]=2)[CH:7]=[CH:6][C:5]=1[C:36]1[CH:41]=[CH:40][C:39]([F:42])=[C:38]([C:43]([F:46])([F:45])[F:44])[CH:37]=1>C1COCC1>[Cl:3][C:4]1[CH:9]=[C:8]([NH:10][CH2:11][C:12]2[CH:17]=[C:16]([F:18])[C:15]([F:19])=[CH:14][C:13]=2[C:20]2[CH:21]=[CH:22][C:23]([C:26]([NH:28][CH2:29][CH2:30][C:31]([OH:33])=[O:32])=[O:27])=[N:24][CH:25]=2)[CH:7]=[CH:6][C:5]=1[C:36]1[CH:41]=[CH:40][C:39]([F:42])=[C:38]([C:43]([F:44])([F:45])[F:46])[CH:37]=1 |f:0.1|. Procedure: A 3M aqueous solution of NaOH (0.28 mL, 0.84 mmol) was added to a THF solution (0.9 mL) of ethyl 3-(5-(2-(((2-chloro-4′-fluoro-3′-(trifluoromethyl)-[1,1′-biphenyl]-4-yl)amino)methyl)-4,5-difluorophenyl)picolinamido)propanoate (100 mg, 0.17 mmol) and the resulting mixture was stirred at room temperature. After 16 h the resulting mixture was concentrated and purified via HPLC to yield the title compound. Starting materials: CCn1c(=O)n(-c2ccc(O)cc2)c2nccc(C)c21, CC(C)[Si](Cl)(C(C)C)C(C)C, CN(C)C=O, O, c1c[nH]cn1. Product: CCn1c(=O)n(-c2ccc(O[Si](C(C)C)(C(C)C)C(C)C)cc2)c2nccc(C)c21. As a reaction SMILES: [CH2:1]([CH3:2])[n:3]1[c:4](=[O:20])[n:5](-[c:13]2[cH:14][cH:15][c:16]([OH:19])[cH:17][cH:18]2)[c:6]2[n:7][cH:8][cH:9][c:10]([CH3:12])[c:11]12.[CH:26]([CH3:27])([CH3:28])[Si:29]([CH:30]([CH3:31])[CH3:32])([CH:33]([CH3:34])[CH3:35])[Cl:36].[O:38]=[CH:39][N:40]([CH3:41])[CH3:42].[OH2:37].[nH:21]1[cH:22][cH:23][n:24][cH:25]1>>[CH2:1]([CH3:2])[n:3]1[c:4](=[O:20])[n:5](-[c:13]2[cH:14][cH:15][c:16]([O:19][Si:29]([CH:26]([CH3:27])[CH3:28])([CH:30]([CH3:31])[CH3:32])[CH:33]([CH3:34])[CH3:35])[cH:17][cH:18]2)[c:6]2[n:7][cH:8][cH:9][c:10]([CH3:12])[c:11]12. Reactants: [N+](=O)([O-])C1=C(C(=O)O)C=CC=C1 (2-nitrobenzoic acid), C[O-].[Na+] (sodium methylate), CS(=O)C (dimethylsulfoxide), ClC=1C=NC2=C(C(=CC=C2C1)Cl)CCl (3,7-dichloro-8-chloromethylquinoline). Run in O (water). Reaction conditions: temperature 100 celsius, time 2 hour. Yields the product ClC=1C=NC2=C(C(=CC=C2C1)Cl)COC(=O)C1=C(C=CC=C1)[N+](=O)[O-] (3,7-dichloro-8-[(2-nitrophenyl)-carbonyloxymethyl]-quinoline). Isolated yield 92.0%. As a reaction SMILES: [N+:1]([C:4]1[CH:12]=[CH:11][CH:10]=[CH:9][C:5]=1[C:6]([OH:8])=[O:7])([O-:3])=[O:2].C[O-].[Na+].CS(C)=O.[Cl:20][C:21]1[CH:22]=[N:23][C:24]2[C:29]([CH:30]=1)=[CH:28][CH:27]=[C:26]([Cl:31])[C:25]=2[CH2:32]Cl>O>[Cl:20][C:21]1[CH:22]=[N:23][C:24]2[C:29]([CH:30]=1)=[CH:28][CH:27]=[C:26]([Cl:31])[C:25]=2[CH2:32][O:7][C:6]([C:5]1[CH:9]=[CH:10][CH:11]=[CH:12][C:4]=1[N+:1]([O-:3])=[O:2])=[O:8] |f:1.2|. Procedure: 33 parts by weight of 2-nitrobenzoic acid, 40 parts by weight of 30% strength sodium methylate solution and 440 parts by weight of dimethylsulfoxide are stirred for 2 hours at 100° C. Thereafter, 49 parts by weight of 3,7-dichloro-8-chloromethylquinoline are introduced and the reaction mixture is stirred for a further 2 hours at 100° C. The solution is then cooled, water is added and the precipitated solid is filtered off under suction and recrystallized from toluene. 69 parts by weight (92% of ...